Dataset: the Open Reaction Database (ORD), a public repository of structured organic reaction records. Task: describe an organic reaction: reactants, conditions, products, and yield The reactants are C(CCC)NCCCC (dibutylamine), N#CCl (cyanogen chloride), [OH-].[Na+] (sodium hydroxide). Product: CCCCN(CCCC)C#N (dibutylamine-N-carbonitrile). Reaction SMILES: [CH2:1]([NH:5][CH2:6][CH2:7][CH2:8][CH3:9])[CH2:2][CH2:3][CH3:4].[N:10]#[C:11]Cl.[OH-].[Na+]>>[CH3:4][CH2:3][CH2:2][CH2:1][N:5]([C:11]#[N:10])[CH2:6][CH2:7][CH2:8][CH3:9] |f:2.3|. Reported procedure: In the manner given in Example 1, dibutylamine is treated with cyanogen chloride and aqueous sodium hydroxide to give dibutylamine-N-carbonitrile. The reactants are C1=CC2=C(C=C1N=C=S)C(=O)OC23C4=C(C=C(C=C4)O)OC5=C3C=CC(=C5)O (fluorescein isothiocyanate), C1OCC(CCCCN)OC1 (6-ethylenedioxy-1-hexylamine). Solvent: N1=CC=CC=C1 (pyridine). Run at temperature 23 celsius, time 1 hour. The product is C=1C=CC(=C(C1)C2=C3C=CC(=O)C=C3OC4=C2C=CC(=C4)O)C(=O)O (fluorescein). Yield: 11.8%. As a reaction SMILES: [CH:1]1[C:6](N=C=S)=[CH:5][C:4]2[C:10]([O:12][C:13]3([C:23]4[CH:24]=[CH:25][C:26]([OH:28])=[CH:27][C:22]=4[O:21][C:15]4[CH:16]=[C:17]([OH:20])[CH:18]=[CH:19][C:14]3=4)[C:3]=2[CH:2]=1)=[O:11].C1COC(CCCCN)CO1>N1C=CC=CC=1>[CH:1]1[CH:6]=[CH:5][C:4]([C:10]([OH:12])=[O:11])=[C:3]([C:13]2[C:14]3[CH:19]=[CH:18][C:17]([OH:20])=[CH:16][C:15]=3[O:21][C:22]3[C:23]=2[CH:24]=[CH:25][C:26]([CH:27]=3)=[O:28])[CH:2]=1. Procedure details: A mixture of 10.8 mg (0.28 mmoles) of fluorescein isothiocyanate and 23 mg (0.14 mmoles) of 6-ethylenedioxy-1-hexylamine in 1.5 ml of dry pyridine was stirred at 23° C. for one hour. After concentrating the solution under reduced pressure, the crude product was purified by flash chromatography using 10% methanol in methylene chloride to afford 11 mg (72%) of fluorescein-linker acetal. This was quantitatively converted to the aldehyde by treatment with 80% aqueous acetic acid at 37° C. for 3 hour... As a reaction SMILES: [CH3:21][OH:22].[K+:9].[N+:10](#[C-:11])[CH2:12][C:13](=[O:14])[N:15]1[CH2:16][CH2:17][CH2:18][CH2:19][CH2:20]1.[OH-:8].[s:1]1[cH:2][c:3]([CH:6]=[O:7])[cH:4][cH:5]1>>[s:1]1[cH:2][c:3]([CH:6]2[O:7][CH:11]=[N:10][CH:12]2[C:13](=[O:14])[N:15]2[CH2:16][CH2:17][CH2:18][CH2:19][CH2:20]2)[cH:4][cH:5]1. Starting materials: CO, [K+], [C-]#[N+]CC(=O)N1CCCCC1, [OH-], O=Cc1ccsc1. The product is O=C(C1N=COC1c1ccsc1)N1CCCCC1. Reactants: C=CS(=O)C=C, NCCCO, O. The product is O=S1CCN(CCCO)CC1. RXN SMILES: [CH:6](=[CH2:7])[S:8](=[O:9])[CH:10]=[CH2:11].[NH2:1][CH2:2][CH2:3][CH2:4][OH:5].[OH2:12]>>[N:1]1([CH2:2][CH2:3][CH2:4][OH:5])[CH2:7][CH2:6][S:8](=[O:9])[CH2:10][CH2:11]1. The reactants are C(C)(C)N1N=CN=C1C=1N=C2N(CCOC3=C2C=CC(=C3)CC(=O)OC)C1 (methyl 2-(2-(1-isopropyl-1H-1,2,4-triazol-5-yl)-5,6-dihydrobenzo[f]imidazo[1,2-d][1,4]oxazepin-9-yl)acetate), [OH-].[Li+] (lithium hydroxide), CO (methanol). Conditions: temperature 50 celsius, time 3 hour. The product is C(C)(C)N1N=C(N=C1C=1N=C2N(CCOC3=C2C=CC(=C3)CC(=O)O)C1)C (2-(2-(1-isopropyl-3-methyl-1H-1,2,4-triazol-5-yl)-5,6-dihydrobenzo[f]imidazo[1,2-d][1,4]oxazepin-9-yl)acetic acid). RXN SMILES: [CH:1]([N:4]1[C:8]([C:9]2[N:10]=[C:11]3[C:17]4[CH:18]=[CH:19][C:20]([CH2:22][C:23]([O:25]C)=[O:24])=[CH:21][C:16]=4[O:15][CH2:14][CH2:13][N:12]3[CH:27]=2)=[N:7][CH:6]=[N:5]1)([CH3:3])[CH3:2].[OH-].[Li+].[CH3:30]O>>[CH:1]([N:4]1[C:8]([C:9]2[N:10]=[C:11]3[C:17]4[CH:18]=[CH:19][C:20]([CH2:22][C:23]([OH:25])=[O:24])=[CH:21][C:16]=4[O:15][CH2:14][CH2:13][N:12]3[CH:27]=2)=[N:7][C:6]([CH3:30])=[N:5]1)([CH3:3])[CH3:2] |f:1.2|. Reported procedure: A mixture of 98 mg (0.257 mmol) of methyl 2-(2-(1-isopropyl-1H-1,2,4-triazol-5-yl)-5,6-dihydrobenzo[f]imidazo[1,2-d][1,4]oxazepin-9-yl)acetate and 2.0 ml of 1.0 M of aqueous lithium hydroxide in 6 ml of methanol/tetrahydrofuram (1:1) mixture was stirred at 50° C. for 3 hours. The mixture was concentrated and acidified to pH 3 by careful addition of 1 N aqueous hydrogen chloride. The precipitate was collected and dried in high vacuum for 18 hours to give 2-(2-(1-isopropyl-3-methyl-1H-1,2,4-triazo... Reactants: N#Cc1ccc(CCO)cc1, O=C1c2ccccc2C(=O)N1O. Yields the product N#Cc1ccc(CCON)cc1. Reaction SMILES: [OH:13][CH2:14][CH2:15][c:16]1[cH:17][cH:18][c:19]([C:20]#[N:21])[cH:22][cH:23]1.[OH:1][N:2]1[C:3](=[O:4])[c:5]2[cH:6][cH:7][cH:8][cH:9][c:10]2[C:11]1=[O:12]>>[NH2:2][O:13][CH2:14][CH2:15][c:16]1[cH:17][cH:18][c:19]([C:20]#[N:21])[cH:22][cH:23]1. The reactants are C(C)(C)(C)C1=C(OC2CN(C2)C(=O)C2=CC=C(C=O)C=C2)C=CC=C1 (4-{[3-(2-tert-butylphenoxy)azetidin-1-yl]carbonyl} benzaldehyde), N1CCCCC1 (piperidine), S1C(NC(C1)=O)=O (1,3-thiazolidine-2,4-dione), C(C)(=O)O (acetic acid). The solvent is CCO (EtOH), C(C)(=O)OCC (ethyl acetate). The product is C(C)(C)(C)C1=C(OC2CN(C2)C(=O)C2=CC=C(C=C3C(NC(S3)=O)=O)C=C2)C=CC=C1 (5-(4-{[3-(2-tert-butylphenoxy)azetidin-1-yl]carbonyl}benzylidene)-1,3-thiazolidine-2,4-dione). Yield: 49.7%. Reaction SMILES: [C:1]([C:5]1[CH:25]=[CH:24][CH:23]=[CH:22][C:6]=1[O:7][CH:8]1[CH2:11][N:10]([C:12]([C:14]2[CH:21]=[CH:20][C:17]([CH:18]=O)=[CH:16][CH:15]=2)=[O:13])[CH2:9]1)([CH3:4])([CH3:3])[CH3:2].N1CCCCC1.[S:32]1[CH2:36][C:35](=[O:37])[NH:34][C:33]1=[O:38].C(O)(=O)C>CCO.C(OCC)(=O)C>[C:1]([C:5]1[CH:25]=[CH:24][CH:23]=[CH:22][C:6]=1[O:7][CH:8]1[CH2:11][N:10]([C:12]([C:14]2[CH:15]=[CH:16][C:17]([CH:18]=[C:36]3[S:32][C:33](=[O:38])[NH:34][C:35]3=[O:37])=[CH:20][CH:21]=2)=[O:13])[CH2:9]1)([CH3:4])([CH3:2])[CH3:3]. Procedure: To a stirred solution of 4-{[3-(2-tert-butylphenoxy)azetidin-1-yl]carbonyl} benzaldehyde (480 mg, 1.42 mmol) and piperidine (70 μl, 0.71 mmol) in EtOH (15.0 mL) was added 1,3-thiazolidine-2,4-dione (200 mg, 1.70 mmol) and acetic acid (17 μl) at 80° C. After 16 h the reaction mixture was diluted with ethyl acetate, washed with saturated sodium chloride, dried (Na2SO4), filtered and concentrated under reduced pressure. The resulting mixture was washed with acetonitrile and diethyl ether to provide...